This data is from the Open Reaction Database (ORD), a public repository of structured organic reaction records. The task is: describe an organic reaction: reactants, conditions, products, and yield Reported procedure: To a solution of 5-(2,4-difluorophenoxy)-1-isobutyl-1H-indazol-6-ol (0.015 g, 0.05 mmol) in DMF (1 mL) was added Cs2CO3. The reaction mixture was stirred for 30 minutes before the addition of 1-bromo-3-chloropropane (0.01 g, 0.08 mmol) and then was heated to 80° C. for 25 hours. After cooling the mixture to room temperature, the reaction mixture was diluted with water and ether and the layers separated. The aqueous layer was extracted with ether and the combined organic layers were washed with 1... Starting materials: FC1=C(OC=2C=C3C=NN(C3=CC2O)CC(C)C)C=CC(=C1)F (5-(2,4-difluorophenoxy)-1-isobutyl-1H-indazol-6-ol), C(=O)([O-])[O-].[Cs+].[Cs+] (Cs2CO3), crude mixture, BrCCCCl (1-bromo-3-chloropropane). Run in CN(C)C=O (DMF), O (water), CCOCC (ether). Reaction conditions: temperature 80 celsius. Reaction SMILES: [F:1][C:2]1[CH:22]=[C:21]([F:23])[CH:20]=[CH:19][C:3]=1[O:4][C:5]1[CH:6]=[C:7]2[C:11](=[CH:12][C:13]=1[OH:14])[N:10]([CH2:15][CH:16]([CH3:18])[CH3:17])[N:9]=[CH:8]2.C([O-])([O-])=O.[Cs+].[Cs+].Br[CH2:31][CH2:32][CH2:33][Cl:34]>CN(C=O)C.O.CCOCC>[Cl:34][CH2:33][CH2:32][CH2:31][O:14][C:13]1[CH:12]=[C:11]2[C:7]([CH:8]=[N:9][N:10]2[CH2:15][CH:16]([CH3:18])[CH3:17])=[CH:6][C:5]=1[O:4][C:3]1[CH:19]=[CH:20][C:21]([F:23])=[CH:22][C:2]=1[F:1] |f:1.2.3|. Product: ClCCCOC1=C(C=C2C=NN(C2=C1)CC(C)C)OC1=C(C=C(C=C1)F)F (6-(3-Chloropropoxy)-5-(2,4-difluorophenoxy)-1-isobutyl-1H-indazole). Starting materials: C(C)(C)(C)OC(=O)N1CCC(CC1)CC1=CC=C(C=C1)N(S(=O)(=O)C)C (1-tert-Butoxycarbonyl-4-{4-[methyl(methylsulfonyl)amino]benzyl}piperidine), Cl (hydrogen chloride). Solvent: C(C)(=O)OCC (ethyl acetate), C(C)(=O)OCC (ethyl acetate). Run at time 2 hour. The product is Cl.CN(C1=CC=C(CC2CCNCC2)C=C1)S(=O)(=O)C (4-{4-[Methyl(methylsulfonyl)amino]benzyl}piperidine Hydrochloride). Reaction SMILES: C(OC([N:8]1[CH2:13][CH2:12][CH:11]([CH2:14][C:15]2[CH:20]=[CH:19][C:18]([N:21]([CH3:26])[S:22]([CH3:25])(=[O:24])=[O:23])=[CH:17][CH:16]=2)[CH2:10][CH2:9]1)=O)(C)(C)C.[ClH:27]>C(OCC)(=O)C>[ClH:27].[CH3:26][N:21]([S:22]([CH3:25])(=[O:24])=[O:23])[C:18]1[CH:17]=[CH:16][C:15]([CH2:14][CH:11]2[CH2:12][CH2:13][NH:8][CH2:9][CH2:10]2)=[CH:20][CH:19]=1 |f:3.4|. Procedure: 1-tert-Butoxycarbonyl-4-{4-[methyl(methylsulfonyl)amino]benzyl}piperidine (1.2 g, 3.15 mmol) was dissolved in ethyl acetate (5 mL). To the solution was added 4N-hydrogen chloride in ethyl acetate (10 mL), and the mixture was stirred at room temperature for 2 hours. The resulting crystals were collected by filtration, washed with ethyl acetate (5 mL) and dried to give the titled compound (851 mg) as colorless powdery crystals. Starting materials: CCN1CCOCC1, C1COCCN1, CCN=C=NCCCN(C)C, CN(C)C=O, Cn1ccc2c(Cl)ncc(C(=O)O)c21, O, On1nnc2ccccc21. Yields the product Cn1ccc2c(Cl)ncc(C(=O)N3CCOCC3)c21. RXN SMILES: [CH2:36]([CH3:37])[N:38]1[CH2:39][CH2:40][O:41][CH2:42][CH2:43]1.[CH2:44]1[NH:45][CH2:46][CH2:47][O:48][CH2:49]1.[CH3:15][N:16]([CH3:17])[CH2:18][CH2:19][CH2:20][N:21]=[C:22]=[N:23][CH2:24][CH3:25].[CH3:50][N:51]([CH3:52])[CH:53]=[O:54].[Cl:1][c:2]1[n:3][cH:4][c:5]([C:12](=[O:13])[OH:14])[c:6]2[c:7]1[cH:8][cH:9][n:10]2[CH3:11].[OH2:55].[OH:26][n:27]1[c:28]2[cH:29][cH:30][cH:31][cH:32][c:33]2[n:34][n:35]1>>[Cl:1][c:2]1[n:3][cH:4][c:5]([C:12](=[O:14])[N:38]2[CH2:39][CH2:40][O:41][CH2:42][CH2:43]2)[c:6]2[c:7]1[cH:8][cH:9][n:10]2[CH3:11]. Reactants: ClC1=C(C=C(C=N1)CC(=O)O)C (2-(6-Chloro-5-methylpyridin-3-yl)acetic acid), FC1=NC=CC(=C1)B(O)O (2-fluoropyridin-4-ylboronic acid), COC=1C=CC=C(C1C=2C=CC=CC2P(C3CCCCC3)C4CCCCC4)OC (S-Phos), [O-]P(=O)([O-])[O-].[K+].[K+].[K+] (K3PO4). The reagents and catalysts are CC(=O)[O-].CC(=O)[O-].[Pd+2] (Pd(OAc)2). The solvent is CC(CC)O (2-butanol), CS(=O)C (DMSO). Conditions: temperature 100 celsius, time 2 hour. Yields the product FC1=NC=CC(=C1)C1=NC=C(C=C1C)CC(=O)O (2-(2′-fluoro-3-methyl-2,4′-bipyridin-5-yl)acetic acid). RXN SMILES: Cl[C:2]1[N:7]=[CH:6][C:5]([CH2:8][C:9]([OH:11])=[O:10])=[CH:4][C:3]=1[CH3:12].[F:13][C:14]1[CH:19]=[C:18](B(O)O)[CH:17]=[CH:16][N:15]=1.COC1C=CC=C(OC)C=1C1C=CC=CC=1P(C1CCCCC1)C1CCCCC1.[O-]P([O-])([O-])=O.[K+].[K+].[K+]>CC(O)CC.CC([O-])=O.CC([O-])=O.[Pd+2].CS(C)=O>[F:13][C:14]1[CH:19]=[C:18]([C:2]2[C:3]([CH3:12])=[CH:4][C:5]([CH2:8][C:9]([OH:11])=[O:10])=[CH:6][N:7]=2)[CH:17]=[CH:16][N:15]=1 |f:3.4.5.6,8.9.10|. Reported procedure: To a reaction vial was added 2-(6-chloro-5-methylpyridin-3-yl)acetic acid 74-4 (185 mg, 1 mmol), 2-fluoropyridin-4-ylboronic acid 193-1 (220 mg, 1.5 mmol), Pd(OAc)2 (12 mg, 0.05 mmol), S-Phos (41 mg, 0.1 mmol) and K3PO4 (636 mg, 3 mmol) in 1 mL 2-butanol. The reaction was heated to 100° C. and stirred for 2 hours. The reaction was cooled down to room temperature and then diluted to DMSO. The reaction mixture was filtered and the filtrate was purified by reverse-phase HPLC to give 2-(2′-fluoro-3-... Starting materials: C(#N)C(C(=O)OCC)=CC1=CC(=C(C(=C1)[N+](=O)[O-])O)O (Ethyl 2-cyano-3-(3,4-dihydroxy-5-nitrophenyl)acrylate), [BH4-].[Na+] (sodium borohydride), Cl (hydrochloric acid). Solvent: C(C)O (ethanol). Reaction conditions: time 0.5 hour. Yields the product C(#N)C(CO)CC1=CC(=C(C(=C1)[N+](=O)[O-])O)O (2-Cyano-3-(3,4-dihydroxy-5-nitrophenyl)propanol). Isolated yield 75.6%. As a reaction SMILES: [C:1]([C:3](=[CH:9][C:10]1[CH:15]=[C:14]([N+:16]([O-:18])=[O:17])[C:13]([OH:19])=[C:12]([OH:20])[CH:11]=1)[C:4](OCC)=[O:5])#[N:2].[BH4-].[Na+].Cl>C(O)C>[C:1]([CH:3]([CH2:9][C:10]1[CH:15]=[C:14]([N+:16]([O-:18])=[O:17])[C:13]([OH:19])=[C:12]([OH:20])[CH:11]=1)[CH2:4][OH:5])#[N:2] |f:1.2|. Reported procedure: To a solution containing 0.85 g of ethyl 2-cyano-3-(3,4-dihydroxy-5-nitrophenyl)acrylate (Example 81) in 70 ml of dry ethanol 0.3 g of sodium borohydride was gradually added. The solution was stirred for 0.5 h at room temperature, acidified with hydrochloric acid and extracted with ethyl acetate. The solvent was evaporated yielding 0.55 g (75%) of yellow crystals, m.p. 149°-152° C.